From a dataset of the Open Reaction Database (ORD), a public repository of structured organic reaction records. describe an organic reaction: reactants, conditions, products, and yield Reactants: BrC1C(NCC1)=O (3-bromo-pyrrolidin-2-one), CO (methanol), C(N)(=N)SCC1=NC(=NC(=C1)N1[C@H](COCC1)C)C1=CC=C(C=C1)NC(=O)NC1=CC=CC=C1 (1-[4-[4-(Carbamimidoylsulfanylmethyl)-6-[(3S)-3-methylmorpholin-4-yl]pyrimidin-2-yl]phenyl]-3-phenyl-urea), [OH-].[Na+] (sodium hydroxide). The solvent is CN(C)C=O (DMF), O (water). Reaction conditions: temperature 40 celsius, time 24 hour. Product: C[C@@H]1N(CCOC1)C1=NC(=NC(=C1)CSC1C(NCC1)=O)C1=CC=C(C=C1)NC(=O)NC1=CC=CC=C1 (1-[4-[4-[(3S)-3-Methylmorpholin-4-yl]-6-[(2-oxopyrrolidin-3-yl)sulfanylmethyl]pyrimidin-2-yl]phenyl]-3-phenyl-urea). RXN SMILES: C([S:4][CH2:5][C:6]1[CH:11]=[C:10]([N:12]2[CH2:17][CH2:16][O:15][CH2:14][C@@H:13]2[CH3:18])[N:9]=[C:8]([C:19]2[CH:24]=[CH:23][C:22]([NH:25][C:26]([NH:28][C:29]3[CH:34]=[CH:33][CH:32]=[CH:31][CH:30]=3)=[O:27])=[CH:21][CH:20]=2)[N:7]=1)(=N)N.Br[CH:36]1[CH2:40][CH2:39][NH:38][C:37]1=[O:41].[OH-].[Na+].CO>CN(C=O)C.O>[CH3:18][C@H:13]1[CH2:14][O:15][CH2:16][CH2:17][N:12]1[C:10]1[CH:11]=[C:6]([CH2:5][S:4][CH:36]2[CH2:40][CH2:39][NH:38][C:37]2=[O:41])[N:7]=[C:8]([C:19]2[CH:20]=[CH:21][C:22]([NH:25][C:26]([NH:28][C:29]3[CH:30]=[CH:31][CH:32]=[CH:33][CH:34]=3)=[O:27])=[CH:23][CH:24]=2)[N:9]=1 |f:2.3|. Reported procedure: 1-[4-[4-(Carbamimidoylsulfanylmethyl)-6-[(3S)-3-methylmorpholin-4-yl]pyrimidin-2-yl]phenyl]-3-phenyl-urea (125 mg) was dissolved in DMF (3 mL). The solution was then treated with 3-bromo-pyrrolidin-2-one (48 mg) followed by sodium hydroxide (42 mg) in water (1 mL), heated to 40° C. and left to stir for 24 h. The reaction was diluted in a little methanol and loaded onto a SCX-2 column (20 g), which was washed with methanol and the desired product eluted with 7N ammonia in methanol to give the des... Yields the product OC1CN(CC1)C(=O)OCC1=CC=CC=C1 (benzyl 3-hydroxypyrrolidine-1-carboxylate). RXN SMILES: Cl.[NH:2]1[CH2:6][CH2:5][CH:4]([OH:7])[CH2:3]1.[OH-].[Na+].Cl[C:11]([O:13][CH2:14][C:15]1[CH:20]=[CH:19][CH:18]=[CH:17][CH:16]=1)=[O:12]>O>[OH:7][CH:4]1[CH2:5][CH2:6][N:2]([C:11]([O:13][CH2:14][C:15]2[CH:20]=[CH:19][CH:18]=[CH:17][CH:16]=2)=[O:12])[CH2:3]1 |f:0.1,2.3|. Run at temperature 5 celsius. Solvent: O (H2O). Starting materials: ethyl acetate petroleum ether, Cl.N1CC(CC1)O (pyrrolidin-3-ol hydrochloride), ClC(=O)OCC1=CC=CC=C1 (benzyl chloroformate), [OH-].[Na+] (NaOH). Procedure details: Into a 500 mL 3-necked round bottom flask was placed a solution of pyrrolidin-3-ol hydrochloride (20.2 g, 163.43 mmol) in H2O (60 mL) while cooling to 5° C. Adjustment of the pH to 7 was accomplished by the NaOH (10%). This was followed by the addition of a solution of benzyl chloroformate (36.8 g, 216.47 mmol), which was added dropwise with stirring, while cooling to a temperature of 5° C. The resulting solution was allowed to react, with stirring, for 2 hours at 5° C. Then the resulting soluti... Reactants: FC1=CC=C(C=C1)C1=NC2=CC=C(C=C2N=C1N1[C@H](CCC1)C)C(=O)OCCCC ((S)-butyl 2-(4-fluorophenyl)-3-(2-methylpyrrolidin-1-yl)quinoxaline-6-carboxylate), CO (methanol), [OH-].[Na+] (sodium hydroxide). The solvent is O (water). Conditions: temperature 50 celsius, time 2 hour. Yields the product FC1=CC=C(C=C1)C1=NC2=CC=C(C=C2N=C1N1[C@H](CCC1)C)C(=O)O ((S)-2-(4-Fluorophenyl)-3-(2-methylpyrrolidin-1-yl)quinoxaline-6-carboxylic acid). As a reaction SMILES: [F:1][C:2]1[CH:7]=[CH:6][C:5]([C:8]2[C:17]([N:18]3[CH2:22][CH2:21][CH2:20][C@@H:19]3[CH3:23])=[N:16][C:15]3[C:10](=[CH:11][CH:12]=[C:13]([C:24]([O:26]CCCC)=[O:25])[CH:14]=3)[N:9]=2)=[CH:4][CH:3]=1.CO.[OH-].[Na+]>O>[F:1][C:2]1[CH:7]=[CH:6][C:5]([C:8]2[C:17]([N:18]3[CH2:22][CH2:21][CH2:20][C@@H:19]3[CH3:23])=[N:16][C:15]3[C:10](=[CH:11][CH:12]=[C:13]([C:24]([OH:26])=[O:25])[CH:14]=3)[N:9]=2)=[CH:4][CH:3]=1 |f:2.3|. Procedure details: Into a 10-mL sealed tube, was placed (S)-butyl 2-(4-fluorophenyl)-3-(2-methylpyrrolidin-1-yl)quinoxaline-6-carboxylate (150 mg, 0.37 mmol, 1.00 equiv), methanol (15 mL), sodium hydroxide (74 mg, 1.85 mmol, 5.02 equiv), water (2 mL). The resulting solution was stirred for 2 hrs at 50° C. in an oil bath. The resulting mixture was concentrated under vacuum and diluted with 20 mL of H2O. The pH value of the aqueous solution was adjusted to 4-5 with aq. hydrogen chloride (1 mol/L). The resulting soli... The reactants are CN1C(=O)NC2(CCC(c3ccc(C#N)cc3)C2)C1=O, CCO, NO, O. The product is CN1C(=O)NC2(CCC(c3ccc(C(N)=NO)cc3)C2)C1=O. RXN SMILES: [CH3:1][N:2]1[C:3](=[O:20])[NH:4][C:5]2([C:6]1=[O:7])[CH2:8][CH:9]([c:12]1[cH:13][cH:14][c:15]([C:16]#[N:17])[cH:18][cH:19]1)[CH2:10][CH2:11]2.[CH3:23][CH2:24][OH:25].[NH2:21][OH:22].[OH2:26]>>[CH3:1][N:2]1[C:3](=[O:20])[NH:4][C:5]2([C:6]1=[O:7])[CH2:8][CH:9]([c:12]1[cH:13][cH:14][c:15]([C:16]([NH2:17])=[N:21][OH:22])[cH:18][cH:19]1)[CH2:10][CH2:11]2. Reactants: C=CC(C)NC(=O)OCc1ccccc1, C1CCOC1, B1C2CCCC1CCC2. Yields the product CC(CCO)NC(=O)OCc1ccccc1. RXN SMILES: [CH2:1]([c:2]1[cH:3][cH:4][cH:5][cH:6][cH:7]1)[O:8][C:9]([NH:10][CH:11]([CH:12]=[CH2:13])[CH3:14])=[O:15].[CH2:25]1[CH2:28][CH2:27][CH2:26][O:29]1.[CH:16]12[CH2:17][CH2:18][CH2:19][CH:20]([BH:21]1)[CH2:22][CH2:23][CH2:24]2>>[CH2:1]([c:2]1[cH:3][cH:4][cH:5][cH:6][cH:7]1)[O:8][C:9]([NH:10][CH:11]([CH2:12][CH2:13][OH:29])[CH3:14])=[O:15]. Procedure details: 0.08 mmol of 4-(4-chlorobenzoyl)-1-(4-piperidinylmethyl)-1,3,4,5-tetrahydrobenzo[e][1,4]diazepin-2-on trifluoroacetate obtained in Example 140 and 5 mg (0.17 mmol) of paraformaldehyde were dissolved in 3 ml of dichloromethane. 12 mg (0.20 mmol) of acetic acid was added to the obtained solution. After stirring at room temperature for 30 minutes, 53 mg (0.25 mmol) of sodium triacetoxyborohydride was added to the obtained mixture, and they were stirred at room temperature overnight. After the treat... Conditions: time 30 minute. Starting materials: C(C)(=O)O (acetic acid), C(C)(=O)O[BH-](OC(C)=O)OC(C)=O.[Na+] (sodium triacetoxyborohydride), FC(C(=O)O)(F)F.ClC1=CC=C(C(=O)N2CC(N(C3=C(C2)C=CC=C3)CC3CCNCC3)=O)C=C1 (4-(4-chlorobenzoyl)-1-(4-piperidinylmethyl)-1,3,4,5-tetrahydrobenzo[e][1,4]diazepin-2-on trifluoroacetate), C=O (paraformaldehyde). Product: FC(C(=O)O)(F)F.ClC1=CC=C(C(=O)N2CC(N(C3=C(C2)C=CC=C3)CC3CCN(CC3)C)=O)C=C1 (4-(4-chlorobenzoyl)-1-[(1-methyl-4-piperidinyl)methyl]-1,3,4,5-tetrahydrobenzo[e][1,4]diazepin-2-on trifluoroacetate). RXN SMILES: [F:1][C:2]([F:7])([F:6])[C:3]([OH:5])=[O:4].[Cl:8][C:9]1[CH:35]=[CH:34][C:12]([C:13]([N:15]2[CH2:21][C:20]3[CH:22]=[CH:23][CH:24]=[CH:25][C:19]=3[N:18]([CH2:26][CH:27]3[CH2:32][CH2:31][NH:30][CH2:29][CH2:28]3)[C:17](=[O:33])[CH2:16]2)=[O:14])=[CH:11][CH:10]=1.C=O.[C:38](O)(=O)C.C(O[BH-](OC(=O)C)OC(=O)C)(=O)C.[Na+]>ClCCl>[F:1][C:2]([F:7])([F:6])[C:3]([OH:5])=[O:4].[Cl:8][C:9]1[CH:10]=[CH:11][C:12]([C:13]([N:15]2[CH2:21][C:20]3[CH:22]=[CH:23][CH:24]=[CH:25][C:19]=3[N:18]([CH2:26][CH:27]3[CH2:28][CH2:29][N:30]([CH3:38])[CH2:31][CH2:32]3)[C:17](=[O:33])[CH2:16]2)=[O:14])=[CH:34][CH:35]=1 |f:0.1,4.5,7.8|. Solvent: ClCCl (dichloromethane), ClCCl (dichloromethane).